Dataset: the Open Reaction Database (ORD), a public repository of structured organic reaction records. Task: describe an organic reaction: reactants, conditions, products, and yield Reactants: OC1CN(CCC1)C(=O)O[C@H](C(=O)OCC1=CC=CC=C1)CC1=CC=CC=C1 (benzyl 2(S)-(3-hydroxypiperidinocarbonyloxy)-3-phenylpropionate), [Cr](=O)(=O)([O-])O[Cr](=O)(=O)[O-].[NH+]1=CC=CC=C1.[NH+]1=CC=CC=C1 (pyridinium dichromate), C(C)OCC (diethyl ether), [O-][Si](=O)[O-].[Mg+2] (Florisil). The solvent is C(Cl)Cl (methylene chloride), C(Cl)Cl (methylene chloride). Reaction conditions: time 8 hour. Yields the product O=C1CN(CCC1)C(=O)O[C@H](C(=O)OCC1=CC=CC=C1)CC1=CC=CC=C1 (benzyl 2(S)-(3-oxopiperidinocarbonyloxy)-3-phenylpropionate). The yield is 58.6%. Reaction SMILES: [OH:1][CH:2]1[CH2:7][CH2:6][CH2:5][N:4]([C:8]([O:10][C@@H:11]([CH2:22][C:23]2[CH:28]=[CH:27][CH:26]=[CH:25][CH:24]=2)[C:12]([O:14][CH2:15][C:16]2[CH:21]=[CH:20][CH:19]=[CH:18][CH:17]=2)=[O:13])=[O:9])[CH2:3]1.[Cr](O[Cr]([O-])(=O)=O)([O-])(=O)=O.[NH+]1C=CC=CC=1.[NH+]1C=CC=CC=1.[O-][Si]([O-])=O.[Mg+2].C(OCC)C>C(Cl)Cl>[O:1]=[C:2]1[CH2:7][CH2:6][CH2:5][N:4]([C:8]([O:10][C@@H:11]([CH2:22][C:23]2[CH:24]=[CH:25][CH:26]=[CH:27][CH:28]=2)[C:12]([O:14][CH2:15][C:16]2[CH:17]=[CH:18][CH:19]=[CH:20][CH:21]=2)=[O:13])=[O:9])[CH2:3]1 |f:1.2.3,4.5|. Procedure details: To a solution of benzyl 2(S)-(3-hydroxypiperidinocarbonyloxy)-3-phenylpropionate (477 mg) in methylene chloride (10 ml) was added pyridinium dichromate (0.99 g) and the mixture was stirred at ambient temperature overnight. The mixture was passed through a Florisil (Trademark : manufactured by Floridin Co.) (60-100 mesh) column with diethyl ether and then methylene chloride as eluent. Concentration under reduced pressure gave benzyl 2(S)-(3-oxopiperidinocarbonyloxy)-3-phenylpropionate (278 mg). Reactants: ice water, [BH-](OC(=O)C)(OC(=O)C)OC(=O)C.[Na+] (NaBH(OAc)3), ClC=1C=C2CCN(C(C2=CC1)=O)C=1C=C(C=NC1)C=O (5-(6-chloro-1-oxo-3,4-dihydro-1H-isoquinolin-2-yl)-pyridine-3-carbaldehyde), NC1=CC=CC=C1 (aniline). The solvent is CO (MeOH). Conditions: time 8 hour. Yields the product ClC=1C=C2CCN(C(C2=CC1)=O)C=1C=NC=C(C1)CNC1=CC=CC=C1 (6-Chloro-2-(5-phenylaminomethyl-pyridin-3-yl)-3,4-dihydro-2H-isoquinolin-1-one). Yield: 19.8%. Reaction SMILES: [BH-](OC(C)=O)(OC(C)=O)OC(C)=O.[Na+].[Cl:15][C:16]1[CH:17]=[C:18]2[C:23](=[CH:24][CH:25]=1)[C:22](=[O:26])[N:21]([C:27]1[CH:28]=[C:29]([CH:33]=O)[CH:30]=[N:31][CH:32]=1)[CH2:20][CH2:19]2.[NH2:35][C:36]1[CH:41]=[CH:40][CH:39]=[CH:38][CH:37]=1>CO>[Cl:15][C:16]1[CH:17]=[C:18]2[C:23](=[CH:24][CH:25]=1)[C:22](=[O:26])[N:21]([C:27]1[CH:32]=[N:31][CH:30]=[C:29]([CH2:33][NH:35][C:36]3[CH:41]=[CH:40][CH:39]=[CH:38][CH:37]=3)[CH:28]=1)[CH2:20][CH2:19]2 |f:0.1|. Procedure details: NaBH(OAc)3 (84 mg, 0.4 mmol) was added to a solution of 5-(6-chloro-1-oxo-3,4-dihydro-1H-isoquinolin-2-yl)-pyridine-3-carbaldehyde (28.6 mg, 0.1 mmol, example 9) and aniline (9.3 mg 0.1 mmol) in MeOH (3 mL) and the resulting reaction mixture was stirred at RT overnight before it was poured into ice-water and extracted with EtOAc (2×10 mL). The organic layers were dried over anhy. Na2SO4, filtered and concentrated in vacuo to give a crude product which was purified by prep-HPLC to give title comp... The yield is 80.9%. Reaction SMILES: [CH2:1]([C:5]1[O:9][N:8]=[C:7]([CH3:10])[CH:6]=1)[C:2]([CH3:4])=[O:3].[CH3:11][C:12]1[O:17][C:16](=[O:18])[CH2:15][CH2:14][CH:13]=1.C(=O)([O-])[O-].Cl>C(#N)C>[CH3:10][C:7]1[CH:6]=[C:5]([CH2:1][C:2](=[O:3])[CH2:4][C:16](=[O:18])[CH2:15][CH2:14][CH2:13][C:12](=[O:17])[CH3:11])[O:9][N:8]=1. Reported procedure: 1.39 g of 5-acetonyl-3-methylisoxazole, 1.68 g of 3,4-dihydro-6-methyl-2H-pyran-2-one and 3.42 g of cecium carbonate were added to 20 ml of acetonitrile to heat at reflux for 3 hours. After returning to room temperatrure, the reaction solution was poured into 100 ml of ice water with hydrochloric acid added, and extracted with ethyl acetate. The organic layer was washed with water and then with saturated salt water, and dried over magnesium sulfate. The solvent was concentrated under reduced pre... The solvent is C(C)#N (acetonitrile). Product: CC1=NOC(=C1)CC(CC(CCCC(C)=O)=O)=O (3-methylisooxazol-5-yl-2,4,8-nonanetrione). Reactants: C(C(=O)C)C1=CC(=NO1)C (5-acetonyl-3-methylisoxazole), CC1=CCCC(O1)=O (3,4-dihydro-6-methyl-2H-pyran-2-one), C([O-])([O-])=O (carbonate), ice water, Cl (hydrochloric acid). Starting materials: Cc1nc(-c2ccc(Cl)cc2)sc1C=CC1CCCN(C(=O)OCc2ccccc2)C1, Cl. Yields the product Cc1nc(-c2ccc(Cl)cc2)sc1C=CC1CCCNC1. Reaction SMILES: [CH2:1]([O:2][C:3](=[O:4])[N:11]1[CH2:12][CH:13]([CH:17]=[CH:18][c:19]2[c:20]([CH3:31])[n:21][c:22](-[c:24]3[cH:25][cH:26][c:27]([Cl:30])[cH:28][cH:29]3)[s:23]2)[CH2:14][CH2:15][CH2:16]1)[c:5]1[cH:6][cH:7][cH:8][cH:9][cH:10]1.[ClH:32]>>[NH:11]1[CH2:12][CH:13]([CH:17]=[CH:18][c:19]2[c:20]([CH3:31])[n:21][c:22](-[c:24]3[cH:25][cH:26][c:27]([Cl:30])[cH:28][cH:29]3)[s:23]2)[CH2:14][CH2:15][CH2:16]1. The solvent is O1CCCC1 (tetrahydrofuran). Reactants: C(#C)C1=CC(=CC=C1)OC(C(OC(C(C(F)(F)F)(OC(C(C(F)(F)F)(F)F)(F)F)F)(F)F)F)(F)F (1-ethynyl-3-(1,1,2-trifluoro-2-(1,1,2,3,3,3-hexafluoro-2-(perfluoropropoxy)propoxy)ethoxy)benzene), C([O-])([O-])=O.[K+].[K+] (Potassium carbonate), FC(C(C(OC(=C(F)F)F)(F)F)(F)F)(F)F (1,1,1,2,2,3,3-heptafluoro-3-((1,2,2-trifluorovinyl)oxy)propane), OC1=CC=C(C=C1)C(C)=O (1-(4-hydroxyphenyl)ethanone). Reaction SMILES: [OH:1][C:2]1[CH:7]=[CH:6][C:5]([C:8](=[O:10])[CH3:9])=[CH:4][CH:3]=1.C(=O)([O-])[O-].[K+].[K+].[F:17][C:18]([F:32])([F:31])[C:19]([F:30])([F:29])[C:20]([F:28])([F:27])[O:21][C:22]([F:26])=[C:23]([F:25])[F:24].C(C1C=CC=C(OC(F)(F)C(F)OC(F)(F)C(F)(OC(F)(F)C(F)(F)C(F)(F)F)C(F)(F)F)C=1)#C>O1CCCC1>[F:25][C:23]([F:24])([O:1][C:2]1[CH:7]=[CH:6][C:5]([C:8](=[O:10])[CH3:9])=[CH:4][CH:3]=1)[CH:22]([F:26])[O:21][C:20]([F:27])([F:28])[C:19]([F:29])([F:30])[C:18]([F:17])([F:31])[F:32] |f:1.2.3|. Procedure details: In the dry box, tetrahydrofuran (50 mL) and 1-(4-hydroxyphenyl)ethanone (0.68 g, 0.005 mol) were added to a round bottom flask equipped with a stirrer. Potassium carbonate (0.175 g, 0.00126 mol) was then added to the flask. 1,1,1,2,2,3,3-heptafluoro-3-((1,2,2-trifluorovinyl)oxy)propane (1.99 g, 0.0075 mol) was then added via the addition funnel and the reaction was placed in an oil bath and heated to a gentle reflux for 5.5 hours. The content was analyzed by proton NMR and shown to be 1-ethynyl-... The product is FC(C(OC(C(C(F)(F)F)(F)F)(F)F)F)(OC1=CC=C(C=C1)C(C)=O)F (1-(4-(1,1,2-trifluoro-2-(perfluoropropoxy)ethoxy)phenyl)ethanone). Starting materials: CO, O=C(CCl)OCCN1CCOCC1=O, [K+], [OH-]. Yields the product O=C1COCCN1CCO. Reaction SMILES: [CH3:17][OH:18].[Cl:1][CH2:2][C:3](=[O:4])[O:5][CH2:6][CH2:7][N:8]1[C:9](=[O:14])[CH2:10][O:11][CH2:12][CH2:13]1.[K+:16].[OH-:15]>>[OH:5][CH2:6][CH2:7][N:8]1[C:9](=[O:14])[CH2:10][O:11][CH2:12][CH2:13]1. The reactants are O=C1CCN(CC1)C1=CC=C(C=C1)NS(=O)(=O)CCCCCCCC (Octane-1-sulfonic acid [4-(4-oxo-1-piperidineyl)-phenyl]-amide), C(C1=CC=CC=C1)OC1=C(C=C(C=C1)C(CN(CC1=CC=CC=C1)CC1=CC=CC=C1)O)NS(=O)(=O)C (N-[2-Benzyloxy-5-(2-dibenzylamino-1-hydroxy-ethyl)-phenyl]-methanesulfonamide). The product is OC(CNC1CCN(CC1)C1=CC=C(C=C1)NS(=O)(=O)CCCCCCCC)C1=CC(=C(C=C1)O)NS(=O)(=O)C (N-(4-{4-[(2-Hydroxy-2-{4-hydroxy-3-[(methylsulfonyl)amino]phenyl}ethyl)amino]-1-piperidineyl}phenyl)-1-octanesulfonamide). RXN SMILES: O=[C:2]1[CH2:7][CH2:6][N:5]([C:8]2[CH:13]=[CH:12][C:11]([NH:14][S:15]([CH2:18][CH2:19][CH2:20][CH2:21][CH2:22][CH2:23][CH2:24][CH3:25])(=[O:17])=[O:16])=[CH:10][CH:9]=2)[CH2:4][CH2:3]1.C([O:33][C:34]1[CH:39]=[CH:38][C:37]([CH:40]([OH:57])[CH2:41][N:42](CC2C=CC=CC=2)CC2C=CC=CC=2)=[CH:36][C:35]=1[NH:58][S:59]([CH3:62])(=[O:61])=[O:60])C1C=CC=CC=1>>[OH:57][CH:40]([C:37]1[CH:38]=[CH:39][C:34]([OH:33])=[C:35]([NH:58][S:59]([CH3:62])(=[O:61])=[O:60])[CH:36]=1)[CH2:41][NH:42][CH:2]1[CH2:7][CH2:6][N:5]([C:8]2[CH:13]=[CH:12][C:11]([NH:14][S:15]([CH2:18][CH2:19][CH2:20][CH2:21][CH2:22][CH2:23][CH2:24][CH3:25])(=[O:17])=[O:16])=[CH:10][CH:9]=2)[CH2:4][CH2:3]1. Procedure: The title compound was prepared from octane-1-sulfonic acid [4-(4-oxo-piperidine-1-yl)-phenyl]-amide (which was obtained in Example 230) and N-[2-benzyloxy-5-(2-dibenzylamino-1-hydroxy-ethyl)-phenyl]-methanesulfonamide (which was obtained in Example 7) according to the procedure of Example 255 as an off-white solid; 1H NMR (300 MHz, DMSO-d6) δ 0.84 (t, J=7.0 Hz, 3H), 1.15-1.40 (m, 12H), 1.50-1.70 (m, 2H), 1.80-1.95 (m, 2H), 2.50-2.92 (m, 7H), 3.50-3.65 (m, 2H), 4.49 (dd, J=8.0, 4.1 Hz, 1H), 6.82...